Dataset: the Open Reaction Database (ORD), a public repository of structured organic reaction records. Task: describe an organic reaction: reactants, conditions, products, and yield Starting materials: C1(=CC=CC=C1)P(C1=CC=CC=C1)C1=CC=CC=C1 (triphenylphosphine), N(=NC(=O)OCC)C(=O)OCC (diethyl azodicarboxylate), FC(C=1C=C(C=C(C1)C(F)(F)F)C(C(=O)N(C)C=1C(=CC(=NC1)N1CCC(CC1)O)C1=C(C=C(C=C1)F)C)(C)C)(F)F (2-(3,5-bis-trifluoromethyl-phenyl)-N-[4′-(4-fluoro-2-methyl-phenyl)-4-hydroxy-3,4,5,6-tetrahydro-2H-[1,2′]bipyridinyl-5′-yl]-N-methyl-isobutyramide), C(C)(=S)O (thioacetic acid). The solvent is C1CCOC1 (THF), C1CCOC1 (THF). Yields the product FC(C=1C=C(C=C(C1)C(F)(F)F)C(C(=O)N(C=1C(=CC(=NC1)N1CCC(CC1)OC(C)=S)C1=C(C=C(C=C1)F)C)C)(C)C)(F)F (Thioacetic acid 5′-{[2-(3,5-bis-trifluoromethyl-phenyl)-2-methyl-propionyl]-methyl-amino}-4′-(4-fluoro-2-methyl-phenyl)-3,4,5,6-tetrahydro-2H-[1,2′]bipyridinyl-4-yl Ester). The yield is 58.1%. RXN SMILES: C1(P(C2C=CC=CC=2)C2C=CC=CC=2)C=CC=CC=1.N(C(OCC)=O)=NC(OCC)=O.[F:32][C:33]([F:73])([F:72])[C:34]1[CH:35]=[C:36]([C:44]([CH3:71])([CH3:70])[C:45]([N:47]([C:49]2[C:50]([C:62]3[CH:67]=[CH:66][C:65]([F:68])=[CH:64][C:63]=3[CH3:69])=[CH:51][C:52]([N:55]3[CH2:60][CH2:59][CH:58]([OH:61])[CH2:57][CH2:56]3)=[N:53][CH:54]=2)[CH3:48])=[O:46])[CH:37]=[C:38]([C:40]([F:43])([F:42])[F:41])[CH:39]=1.[C:74](O)(=[S:76])[CH3:75]>C1COCC1>[F:73][C:33]([F:32])([F:72])[C:34]1[CH:35]=[C:36]([C:44]([CH3:70])([CH3:71])[C:45]([N:47]([CH3:48])[C:49]2[C:50]([C:62]3[CH:67]=[CH:66][C:65]([F:68])=[CH:64][C:63]=3[CH3:69])=[CH:51][C:52]([N:55]3[CH2:60][CH2:59][CH:58]([O:61][C:74](=[S:76])[CH3:75])[CH2:57][CH2:56]3)=[N:53][CH:54]=2)=[O:46])[CH:37]=[C:38]([C:40]([F:41])([F:42])[F:43])[CH:39]=1. Procedure details: A solution of 0.22 g (0.84 mmol) triphenylphosphine and 0.15 g (0.84 mmol) diethyl azodicarboxylate in 3.33 ml THF was stirred for 15 min at 0° C. This solution was added to a solution of 0.25 g (0.42 mmol) 2-(3,5-bis-trifluoromethyl-phenyl)-N-[4′-(4-fluoro-2-methyl-phenyl)-4-hydroxy-3,4,5,6-tetrahydro-2H-[1,2′]bipyridinyl-5′-yl]-N-methyl-isobutyramide and 64 mg (0.84 mmol) thioacetic acid in 10 ml THF at 0° C. Conversion was monitored by thin layer chromatography. After complete consumption of ... The reactants are CC(C)(C)COS(=O)(=O)c1cccc(-c2cc(-c3nc(-c4ccc(C(F)(F)F)cc4)cc(C(F)(F)F)n3)ccn2)c1, Cl, C1COCCO1. Product: Cl, O=S(=O)(O)c1cccc(-c2cc(-c3nc(-c4ccc(C(F)(F)F)cc4)cc(C(F)(F)F)n3)ccn2)c1. As a reaction SMILES: [CH3:1][C:2]([CH3:3])([CH3:40])[CH2:41][O:4][S:5](=[O:6])(=[O:7])[c:8]1[cH:9][c:10](-[c:14]2[n:15][cH:16][cH:17][c:18](-[c:20]3[n:21][c:22](-[c:30]4[cH:31][cH:32][c:33]([C:36]([F:37])([F:38])[F:39])[cH:34][cH:35]4)[cH:23][c:24]([C:26]([F:27])([F:28])[F:29])[n:25]3)[cH:19]2)[cH:11][cH:12][cH:13]1.[ClH:42].[O:43]1[CH2:44][CH2:45][O:46][CH2:47][CH2:48]1>>[ClH:42].[O:4]=[S:5](=[O:6])([OH:7])[c:8]1[cH:9][c:10](-[c:14]2[n:15][cH:16][cH:17][c:18](-[c:20]3[n:21][c:22](-[c:30]4[cH:31][cH:32][c:33]([C:36]([F:37])([F:38])[F:39])[cH:34][cH:35]4)[cH:23][c:24]([C:26]([F:27])([F:28])[F:29])[n:25]3)[cH:19]2)[cH:11][cH:12][cH:13]1. The reactants are CC1=CC=C(C=C1)C(C1=C(C=CC=C1)N1CCCCC1)NC(=O)CC1=CC=C(C=O)C=C1 (4-{N-[α-(4-methyl-phenyl)-2-piperidino-benzyl]-aminocarbonylmethyl}-benzaldehyde), C(C)OP(=O)(OCC)CC(=O)OCC (ethyl diethylphosphonoacetate), [H-].[Na+] (sodium hydride). The solvent is O (water). Conditions: time 8 hour. Product: CC1=CC=C(C=C1)C(C1=C(C=CC=C1)N1CCCCC1)NC(=O)CC1=CC=C(C=CC(=O)OCC)C=C1 (Ethyl 4-{N-[α-(4-methyl-phenyl)-2-piperidino-benzyl]-aminocarbonyl-methyl}-cinnamate). As a reaction SMILES: [CH3:1][C:2]1[CH:7]=[CH:6][C:5]([CH:8]([NH:21][C:22]([CH2:24][C:25]2[CH:32]=[CH:31][C:28]([CH:29]=O)=[CH:27][CH:26]=2)=[O:23])[C:9]2[CH:14]=[CH:13][CH:12]=[CH:11][C:10]=2[N:15]2[CH2:20][CH2:19][CH2:18][CH2:17][CH2:16]2)=[CH:4][CH:3]=1.C(OP([CH2:41][C:42]([O:44][CH2:45][CH3:46])=[O:43])(OCC)=O)C.[H-].[Na+]>O>[CH3:1][C:2]1[CH:7]=[CH:6][C:5]([CH:8]([NH:21][C:22]([CH2:24][C:25]2[CH:26]=[CH:27][C:28]([CH:29]=[CH:41][C:42]([O:44][CH2:45][CH3:46])=[O:43])=[CH:31][CH:32]=2)=[O:23])[C:9]2[CH:14]=[CH:13][CH:12]=[CH:11][C:10]=2[N:15]2[CH2:16][CH2:17][CH2:18][CH2:19][CH2:20]2)=[CH:4][CH:3]=1 |f:2.3|. Procedure: Four hundred twenty-seven milligrams (1 m mol) of 4-{N-[α-(4-methyl-phenyl)-2-piperidino-benzyl]-aminocarbonylmethyl}-benzaldehyde were added to an ethereal solution of 450 mg (2 m mol) of ethyl diethylphosphonoacetate and 100 mg (2 m mol) of 50% sodium hydride. After the mixture had been stirred overnight, water was added, and the resulting mixture was extracted with chloroform and purified by column chromatography on silica gel by use of toluene/ethyl acetate (5:1) as eluant.